Dataset: the Open Reaction Database (ORD), a public repository of structured organic reaction records. Task: describe an organic reaction: reactants, conditions, products, and yield The reactants are N1=CC=CC=C1 (pyridine), B (borane), Cl.NC=1C=NC2=CC(=C(C=C2C1)OC)OC (3-amino-6,7-dimethoxy-quinoline hydrochloride), C[O-].[Na+] (NaOMe), Cl (HCl), C1(CCCCC1)=O (cyclohexanone), [OH-].[Na+] (NaOH). Run in CO (MeOH). Run at time 30 minute. Product: NC1CC(CCC1)C1=NC2=CC(=C(C=C2C=C1)OC)OC (3-Aminocyclohexyl-6,7-dimethoxy-quinoline). The yield is 57.0%. Reaction SMILES: Cl.N[C:3]1[CH:4]=[N:5][C:6]2[C:11]([CH:12]=1)=[CH:10][C:9]([O:13][CH3:14])=[C:8]([O:15][CH3:16])[CH:7]=2.C[O-].[Na+].[C:20]1(=O)[CH2:25][CH2:24][CH2:23][CH2:22][CH2:21]1.B.Cl.[OH-].[Na+].[N:31]1C=CC=CC=1>CO>[NH2:31][CH:20]1[CH2:25][CH2:24][CH2:23][CH:22]([C:4]2[CH:3]=[CH:12][C:11]3[C:6](=[CH:7][C:8]([O:15][CH3:16])=[C:9]([O:13][CH3:14])[CH:10]=3)[N:5]=2)[CH2:21]1 |f:0.1,2.3,7.8|. Reported procedure: To a MeOH (3 mL) solution of 4 Å powdered molecular sieves (0.11 g) under argon is added 3-amino-6,7-dimethoxy-quinoline hydrochloride (0.17 g, 0.68 mmol) and NaOMe (0.039 g, 0.71 mmol). The reaction mixture is stirred at room temperature for 30 min., and cyclohexanone (0.074 mL, 0.71 mmol), then pyridine.borane (0.072 mL, 0.071 mmol) are added portionwise. The mixture is stirred for 4.5 h, then 5N HCl (1.4 mL, 6.8 mmol) is added portionwise. The reaction mixture is stirred 45 min., then made st... The reactants are CC(Br)C(=O)OC(C)(C)C, CCCC[N+](CCCC)(CCCC)CCCC, Cc1ccccc1, CCCc1c(Cc2ccc(-c3ccccc3C#N)cc2F)c(=O)n(C2CCC(O)CC2)c2ncnn12, [Na+], [OH-], O, O=S(=O)([O-])O. Reaction SMILES: [Br:37][CH:38]([C:39](=[O:40])[O:41][C:42]([CH3:43])([CH3:44])[CH3:45])[CH3:46].[CH2:61]([N+:62]([CH2:63][CH2:64][CH2:65][CH3:66])([CH2:67][CH2:68][CH2:69][CH3:70])[CH2:71][CH2:72][CH2:73][CH3:74])[CH2:75][CH2:76][CH3:77].[CH3:47][c:48]1[cH:49][cH:50][cH:51][cH:52][cH:53]1.[F:1][c:2]1[cH:3][c:4](-[c:29]2[c:30]([C:35]#[N:36])[cH:31][cH:32][cH:33][cH:34]2)[cH:5][cH:6][c:7]1[CH2:8][c:9]1[c:10](=[O:28])[n:11]([CH:21]2[CH2:22][CH2:23][CH:24]([OH:27])[CH2:25][CH2:26]2)[c:12]2[n:13]([c:14]1[CH2:15][CH2:16][CH3:17])[n:18][cH:19][n:20]2.[Na+:55].[OH-:54].[OH2:78].[S:56]([O-:57])([OH:58])(=[O:59])=[O:60]>>[F:1][c:2]1[cH:3][c:4](-[c:29]2[c:30]([C:35]#[N:36])[cH:31][cH:32][cH:33][cH:34]2)[cH:5][cH:6][c:7]1[CH2:8][c:9]1[c:10](=[O:28])[n:11]([CH:21]2[CH2:22][CH2:23][CH:24]([O:27][CH:38]([C:39](=[O:40])[O:41][C:42]([CH3:43])([CH3:44])[CH3:45])[CH3:46])[CH2:25][CH2:26]2)[c:12]2[n:13]([c:14]1[CH2:15][CH2:16][CH3:17])[n:18][cH:19][n:20]2. Yields the product CCCc1c(Cc2ccc(-c3ccccc3C#N)cc2F)c(=O)n(C2CCC(OC(C)C(=O)OC(C)(C)C)CC2)c2ncnn12. Reactants: CC1CN(CC(C)C(O)c2ccc(C(C)(C)C)cc2)CC(C)O1, CC(=O)OC(C)=O, [Na+], [OH-], O. Yields the product CC(=O)OC(c1ccc(C(C)(C)C)cc1)C(C)CN1CC(C)OC(C)C1. RXN SMILES: [C:1]([CH3:2])([CH3:3])([CH3:4])[c:5]1[cH:6][cH:7][c:8]([CH:11]([CH:12]([CH2:13][N:14]2[CH2:15][CH:16]([CH3:21])[O:17][CH:18]([CH3:20])[CH2:19]2)[CH3:22])[OH:23])[cH:9][cH:10]1.[CH3:27][C:28](=[O:29])[O:30][C:31](=[O:32])[CH3:33].[Na+:26].[OH-:25].[OH2:24]>>[C:1]([CH3:2])([CH3:3])([CH3:4])[c:5]1[cH:6][cH:7][c:8]([CH:11]([CH:12]([CH2:13][N:14]2[CH2:15][CH:16]([CH3:21])[O:17][CH:18]([CH3:20])[CH2:19]2)[CH3:22])[O:23][C:28]([CH3:27])=[O:29])[cH:9][cH:10]1. The reactants are [C@@H]12N(C[C@@H](NC1)C2)C(=O)OC(C)(C)C (tert-Butyl (1S,4S)-2,5-diazabicyclo[2.2.1]heptane-2-carboxylate), BrC=1C=NC2=CC=CC=C2C1 (3-bromoquinoline). Product: N1=CC(=CC2=CC=CC=C12)N1[C@@H]2CN([C@H](C1)C2)C(=O)OC(C)(C)C (tert-butyl (1S,4S)-5-(3-quinolinyl)-2,5-diazabicyclo[2.2.1]heptane-2-carboxylate). Reaction SMILES: [C@H:1]12[CH2:7][C@H:4]([NH:5][CH2:6]1)[CH2:3][N:2]2[C:8]([O:10][C:11]([CH3:14])([CH3:13])[CH3:12])=[O:9].Br[C:16]1[CH:17]=[N:18][C:19]2[C:24]([CH:25]=1)=[CH:23][CH:22]=[CH:21][CH:20]=2>>[N:18]1[C:19]2[C:24](=[CH:23][CH:22]=[CH:21][CH:20]=2)[CH:25]=[C:16]([N:5]2[CH2:6][C@@H:1]3[CH2:7][C@H:4]2[CH2:3][N:2]3[C:8]([O:10][C:11]([CH3:14])([CH3:13])[CH3:12])=[O:9])[CH:17]=1. Reported procedure: tert-Butyl (1S,4S)-2,5-diazabicyclo[2.2.1]heptane-2-carboxylate, prepared as described in (J. Med. Chem., (1988) 31, 1598-1611), and 3-bromoquinoline (purchased from the Aldrich Chemical Co.) were coupled according to the procedure described in Example 1A to provide the title compound. Reactants: C(=O)([O-])[O-].[K+].[K+] (K2CO3), CN(C)C(=[N+](C)C)ON1C2=C(C=CC=C2)N=N1.[B-](F)(F)(F)F (TBTU), C(C)(=O)NC=1OC=C(N1)C(=O)O (2-acetylamino-oxazole-4-carboxylic acid), Cl.C(C)OC1=CC=C(C=C1)C1CCN(CC1)C1=CC=C(C=C1)[C@H](C)N ((S)-1-{4-[4-(4-ethoxy-phenyl)-piperidin-1-yl]-phenyl}-ethylamine hydrochloride), 3.54, CCN(C(C)C)C(C)C (DIPEA). Solvent: CN(C)C=O (DMF). Conditions: time 12 hour. The product is C(C)OC1=CC=C(C=C1)C1CCN(CC1)C1=CC=C(C=C1)[C@H](C)NC(=O)C=1N=C(OC1)NC(C)=O ((S)-2-Acetylamino-oxazole-4-carboxylic acid (1-{4-[4-(4-ethoxy-phenyl)-piperidin-1-yl]-phenyl}-ethyl)-amide). Reaction SMILES: [C:1]([NH:4][C:5]1[O:6][CH:7]=[C:8]([C:10]([OH:12])=O)[N:9]=1)(=[O:3])[CH3:2].Cl.[CH2:14]([O:16][C:17]1[CH:22]=[CH:21][C:20]([CH:23]2[CH2:28][CH2:27][N:26]([C:29]3[CH:34]=[CH:33][C:32]([C@@H:35]([NH2:37])[CH3:36])=[CH:31][CH:30]=3)[CH2:25][CH2:24]2)=[CH:19][CH:18]=1)[CH3:15].CCN(C(C)C)C(C)C.CN(C(ON1N=NC2C=CC=CC1=2)=[N+](C)C)C.[B-](F)(F)(F)F.C([O-])([O-])=O.[K+].[K+]>CN(C=O)C>[CH2:14]([O:16][C:17]1[CH:18]=[CH:19][C:20]([CH:23]2[CH2:24][CH2:25][N:26]([C:29]3[CH:30]=[CH:31][C:32]([C@@H:35]([NH:37][C:10]([C:8]4[N:9]=[C:5]([NH:4][C:1](=[O:3])[CH3:2])[O:6][CH:7]=4)=[O:12])[CH3:36])=[CH:33][CH:34]=3)[CH2:27][CH2:28]2)=[CH:21][CH:22]=1)[CH3:15] |f:1.2,4.5,6.7.8|. Procedure details: To a mixture of 2.0 mg (0.012 mmol) 2-acetylamino-oxazole-4-carboxylic acid, 3.6 mg (S)-1-{4-[4-(4-ethoxy-phenyl)-piperidin-1-yl]-phenyl}-ethylamine hydrochloride (XII.1) and 3.54 (0.02 mmol) DIPEA in 0.27 mL DMF are added 3.9 mg (0.012 mmol) TBTU. The mixture is shaken at rt for 12 h. 25 μl K2CO3 solution (3 M) is added, the mixture is filtered through basic alumina, washed with DMF/MeOH (9:1) and concentrated to yield the desired product.